This data is from the Open Reaction Database (ORD), a public repository of structured organic reaction records. The task is: describe an organic reaction: reactants, conditions, products, and yield The reactants are COC(C(CC1CCCC1)N1N=CC(=CC1=O)OCC1CCCC1)=O (3-cyclopentyl-2-(4-cyclopentylmethoxy-6-oxo-6H-pyridazin-1-yl)-propionic acid methyl ester), [OH-].[Na+] (sodium hydroxide). Run in CO (methanol). Run at temperature 25 celsius, time 8 hour. The product is C1(CCCC1)CC(C(=O)O)N1N=CC(=CC1=O)OCC1CCCC1 (3-cyclopentyl-2-(4-cyclopentylmethoxy-6-oxo-6H-pyridazin-1-yl)-propionic acid). The yield is 73.0%. Reaction SMILES: C[O:2][C:3](=[O:25])[CH:4]([N:11]1[C:16](=[O:17])[CH:15]=[C:14]([O:18][CH2:19][CH:20]2[CH2:24][CH2:23][CH2:22][CH2:21]2)[CH:13]=[N:12]1)[CH2:5][CH:6]1[CH2:10][CH2:9][CH2:8][CH2:7]1.[OH-].[Na+]>CO>[CH:6]1([CH2:5][CH:4]([N:11]2[C:16](=[O:17])[CH:15]=[C:14]([O:18][CH2:19][CH:20]3[CH2:21][CH2:22][CH2:23][CH2:24]3)[CH:13]=[N:12]2)[C:3]([OH:25])=[O:2])[CH2:7][CH2:8][CH2:9][CH2:10]1 |f:1.2|. Reported procedure: A solution of 3-cyclopentyl-2-(4-cyclopentylmethoxy-6-oxo-6H-pyridazin-1-yl)-propionic acid methyl ester (702.6 g, 2.01 mmol) in methanol (1.3 mL, 1.55M) was treated with a 4N aqueous sodium hydroxide solution (0.55 mL, 2.22 mmol) and stirred at 25° C. overnight. After this time, the reaction was concentrated in vacuo. The resulting solids were then taken up in water (30 mL) and a 1N aqueous sodium hydroxide solution (20 mL) and extracted with methylene chloride (1×30 mL). The aqueous layer was ...